The task is: describe an organic reaction: reactants, conditions, products, and yield. This data is from the Open Reaction Database (ORD), a public repository of structured organic reaction records. Reactants: C1=CN=CC=2C1=C1N=C3C(=CC=CC3=NC1=CC2)C(=O)O (pyrido[4,3-α]phenazine-11-carboxylic acid), C1=CN(C=N1)C(=O)N2C=CN=C2 (CDI), CN(CCN)C (N,N-Dimethylethylenediamine). Run in CN(C)C=O (DMF). Run at temperature 55 celsius, time 2 hour. Product: CN(CCNC(=O)C1=CC=CC2=NC3=CC=C4C(=C3N=C12)C=CN=C4)C (pyrido[4,3-α]phenazine-11-carboxylic acid (2-dimethylamino-ethyl)-amide). Isolated yield 83.8%. As a reaction SMILES: [CH:1]1[C:6]2=[C:7]3[C:16](=[CH:17][CH:18]=[C:5]2[CH:4]=[N:3][CH:2]=1)[N:15]=[C:14]1[C:9]([C:10]([C:19]([OH:21])=O)=[CH:11][CH:12]=[CH:13]1)=[N:8]3.[CH:22]1[N:26]=[CH:25][N:24]([C:27](N2C=NC=C2)=O)[CH:23]=1.CN(C)CCN>CN(C=O)C>[CH3:25][N:24]([CH3:27])[CH2:23][CH2:22][NH:26][C:19]([C:10]1[C:9]2[C:14](=[N:15][C:16]3[C:7]([N:8]=2)=[C:6]2[CH:1]=[CH:2][N:3]=[CH:4][C:5]2=[CH:18][CH:17]=3)[CH:13]=[CH:12][CH:11]=1)=[O:21]. Procedure: A mixture of pyrido[4,3-α]phenazine-11-carboxylic acid (II.3) (0.11 g, 0.38 mmol) and CDI (0.12 g, 0.76 mmol) in DMF (5 mL) was heated and stirred at 50-60° C. for 2 h. N,N-Dimethylethylenediamine (0.5 mL, excess) was then added, and the mixture was stirred at room temperature for 2 h. The DMF was removed under reduced pressure, and the residue was diluted with water. The resulting precipitate was collected and crystallized from CH2Cl2/hexane to give pyrido[4,3-α]phenazine-11-carboxylic acid (2-...